Dataset: the Open Reaction Database (ORD), a public repository of structured organic reaction records. Task: describe an organic reaction: reactants, conditions, products, and yield Starting materials: N1CCCCC1 (piperidine), COC(CCC=O)(C)C (4-methoxy-4-methylpentanal), C(CC(=O)C)(=O)OCC (ethyl acetoacetate), solution, N1CCCCC1 (piperidine), C(C)O (ethanol). Yields the product COC(CCC1CC(C=C(C1)C)=O)(C)C (3-(3-methoxy-3-methylbut-1-yl)-5-methylcyclohex-5-en-1-one). RXN SMILES: [CH3:1][O:2][C:3]([CH3:9])([CH3:8])[CH2:4][CH2:5][CH:6]=O.C(OCC)(=O)[CH2:11][C:12]([CH3:14])=O.N1CCCC[CH2:20]1.[CH2:25]([OH:27])[CH3:26]>>[CH3:1][O:2][C:3]([CH3:9])([CH3:8])[CH2:4][CH2:5][CH:6]1[CH2:14][C:12]([CH3:11])=[CH:20][C:25](=[O:27])[CH2:26]1. Procedure: To a stirred mixture of 4-methoxy-4-methylpentanal (60 g, 0.46 mol) and ethyl acetoacetate (156 g, 1.2 mol) at 5° C. was added a 21% solution of piperidine in ethanol (4.1 mL). Further additions (4×18 mL) of the piperidine solution were made at about 24 hour intervals. The mixture was heated at reflux for 7 hours and concentrated to about 200 mL volume. Methanol (420 mL), water (420 mL) and sodium hydroxide (24 g) were added and the resulting mixture was heated at reflux 16 hours. Workup gave 3-... Starting materials: C(C)(C)(C)C=1C=C(C=C(C1)C(C)(C)O)C(C)=O (1-[3-tert-Butyl-5-(1-hydroxy-1-methylethyl)phenyl]ethanone), C(O)([O-])=O.[Na+] (sodium hydrogencarbonate), [Br-].[Br-].[Br-].C1(=CC=CC=C1)[N+](C)(C)C.C1(=CC=CC=C1)[N+](C)(C)C.C1(=CC=CC=C1)[N+](C)(C)C (phenyltrimethylammonium tribromide), O (water). Run in C1CCOC1 (THF), CO (methanol). Yields the product BrCC(=O)C1=CC(=CC(=C1)C(C)(C)OC)C(C)(C)C (2-Bromo-1-[3-tert-butyl-5-(1-methoxy-1-methylethyl)phenyl]ethanone). RXN SMILES: [C:1]([C:5]1[CH:6]=[C:7]([C:15](=[O:17])[CH3:16])[CH:8]=[C:9]([C:11](O)([CH3:13])[CH3:12])[CH:10]=1)([CH3:4])([CH3:3])[CH3:2].[Br-:18].[Br-].[Br-].C1([N+](C)(C)C)C=CC=CC=1.C1([N+](C)(C)C)C=CC=CC=1.C1([N+](C)(C)C)C=CC=CC=1.O.[C:52](=[O:55])([O-])O.[Na+]>C1COCC1.CO>[Br:18][CH2:16][C:15]([C:7]1[CH:8]=[C:9]([C:11]([O:55][CH3:52])([CH3:13])[CH3:12])[CH:10]=[C:5]([C:1]([CH3:4])([CH3:3])[CH3:2])[CH:6]=1)=[O:17] |f:1.2.3.4.5.6,8.9|. Reported procedure: 1-[3-tert-Butyl-5-(1-hydroxy-1-methylethyl)phenyl]ethanone (O2.100; 500 mg) was initially charged in a mixture of THF and methanol (3.5/3.5 ml) while stirring at RT, and admixed with phenyltrimethylammonium tribromide (800 mg). After stirring at RT for 7 h, the mixture was admixed with water and saturated sodium hydrogencarbonate solution. Then it was extracted three times with EA, and the combined EA phases were dried over sodium sulfate, filtered and concentrated. The residue was purified usin... Product: FC(C1=CC=C(C=C1)C=1C(=CC=CC1)C(=O)NC1=NC2=CC=C(C=C2C=C1)C(=O)O)(F)F (2-[(4′-Trifluoromethyl-biphenyl-2-carbonyl)-amino]-quinoline-6-carboxylic acid). Reaction conditions: time 8 hour. As a reaction SMILES: C([O:5][C:6]([C:8]1[CH:9]=[C:10]2[C:15](=[CH:16][CH:17]=1)[N:14]=[C:13]([NH:18][C:19]([C:21]1[C:22]([C:27]3[CH:32]=[CH:31][C:30]([C:33]([F:36])([F:35])[F:34])=[CH:29][CH:28]=3)=[CH:23][CH:24]=[CH:25][CH:26]=1)=[O:20])[CH:12]=[CH:11]2)=[O:7])(C)(C)C>Cl.O1CCOCC1>[F:36][C:33]([F:34])([F:35])[C:30]1[CH:29]=[CH:28][C:27]([C:22]2[C:21]([C:19]([NH:18][C:13]3[CH:12]=[CH:11][C:10]4[C:15](=[CH:16][CH:17]=[C:8]([C:6]([OH:7])=[O:5])[CH:9]=4)[N:14]=3)=[O:20])=[CH:26][CH:25]=[CH:24][CH:23]=2)=[CH:32][CH:31]=1. The reactants are C(C)(C)(C)OC(=O)C=1C=C2C=CC(=NC2=CC1)NC(=O)C=1C(=CC=CC1)C1=CC=C(C=C1)C(F)(F)F (2-[(4′-trifluoromethyl-biphenyl-2-carbonyl)-amino]-quinoline-6-carboxylic acid tert-butyl ester). Procedure: Intermediate 2-[(4′-trifluoromethyl-biphenyl-2-carbonyl)-amino]-quinoline-6-carboxylic acid tert-butyl ester (F-1a1, 9.0 g) was dissolved in 50 mL 4N HCl in dioxane and stirred at room temperature overnight. The solution was concentrated to provide compound F-1a2. The compound was used without further purification. Run in Cl (HCl), O1CCOCC1 (dioxane). Reactants: COc1ccc(C(=O)Nc2cnccc2NC(=O)c2ccc(OC)cc2OCCCNC(=O)OC(C)(C)C)cc1, O=C([O-])[O-], ClCCl, [K+], [K+], O, O=C(O)C(F)(F)F. The product is COc1ccc(C(=O)Nc2cnccc2NC(=O)c2ccc(OC)cc2OCCCN)cc1. Reaction SMILES: [C:1]([O:2][C:3](=[O:4])[NH:8][CH2:9][CH2:10][CH2:11][O:12][c:13]1[c:14]([C:15](=[O:16])[NH:17][c:18]2[c:19]([NH:24][C:25]([c:26]3[cH:27][cH:28][c:29]([O:32][CH3:33])[cH:30][cH:31]3)=[O:34])[cH:20][n:21][cH:22][cH:23]2)[cH:35][cH:36][c:37]([O:39][CH3:40])[cH:38]1)([CH3:5])([CH3:6])[CH3:7].[C:48](=[O:49])([O-:50])[O-:51].[Cl:54][CH2:55][Cl:56].[K+:52].[K+:53].[OH2:57].[OH:41][C:42]([C:43]([F:44])([F:45])[F:46])=[O:47]>>[NH2:8][CH2:9][CH2:10][CH2:11][O:12][c:13]1[c:14]([C:15](=[O:16])[NH:17][c:18]2[c:19]([NH:24][C:25]([c:26]3[cH:27][cH:28][c:29]([O:32][CH3:33])[cH:30][cH:31]3)=[O:34])[cH:20][n:21][cH:22][cH:23]2)[cH:35][cH:36][c:37]([O:39][CH3:40])[cH:38]1.